The task is: describe an organic reaction: reactants, conditions, products, and yield. This data is from the Open Reaction Database (ORD), a public repository of structured organic reaction records. Reactants: C1CCOC1, CO, Cc1cc(Nc2ccc(NC(=O)c3ccc([N+](=O)[O-])cc3)cn2)nc(N)n1. Product: Cc1cc(Nc2ccc(NC(=O)c3ccc(N)cc3)cn2)nc(N)n1. As a reaction SMILES: [CH2:30]1[O:31][CH2:32][CH2:33][CH2:34]1.[CH3:28][OH:29].[NH2:1][c:2]1[n:3][c:4]([CH3:27])[cH:5][c:6]([NH:8][c:9]2[cH:10][cH:11][c:12]([NH:15][C:16]([c:17]3[cH:18][cH:19][c:20]([N+:23]([O-:24])=[O:25])[cH:21][cH:22]3)=[O:26])[cH:13][n:14]2)[n:7]1>>[NH2:1][c:2]1[n:3][c:4]([CH3:27])[cH:5][c:6]([NH:8][c:9]2[cH:10][cH:11][c:12]([NH:15][C:16]([c:17]3[cH:18][cH:19][c:20]([NH2:23])[cH:21][cH:22]3)=[O:26])[cH:13][n:14]2)[n:7]1.